Dataset: the Open Reaction Database (ORD), a public repository of structured organic reaction records. Task: describe an organic reaction: reactants, conditions, products, and yield Starting materials: S(O)(O)(=O)=O (Sulfuric acid), C([C@@H](O)[C@H](O)C(=O)[O-])(=O)[O-].[Ca+2] (calcium D-(-)-tartarate). Product: C([C@@H](O)[C@H](O)C(=O)O)(=O)O (D-(-)-tartaric acid). Reaction SMILES: S(=O)(=O)(O)O.[C:6]([O-:15])(=[O:14])[C@H:7]([C@@H:9]([C:11]([O-:13])=[O:12])[OH:10])[OH:8].[Ca+2]>>[C:6]([OH:15])(=[O:14])[C@H:7]([C@@H:9]([C:11]([OH:13])=[O:12])[OH:10])[OH:8] |f:1.2|. Procedure: Sulfuric acid is added in calcium D-(-)-tartarate to precipitate calcium sulfate and D-(-)-tartaric acid is separated in water. D-(-)-tartaric acid can be obtained by concentrating the aqueous solution. Refined D-(-)-tartaric acid can be obtained by recrystallizing from water. Reactants: CCOC(=O)c1cccc(-c2ccc3oc(CCN4CCCC4C)cc3c2)c1, CCO, [Na+], [OH-]. Product: CC1CCCN1CCc1cc2cc(-c3cccc(C(=O)O)c3)ccc2o1. As a reaction SMILES: [CH3:1][CH:2]1[N:3]([CH2:7][CH2:8][c:9]2[o:10][c:11]3[c:12]([cH:13]2)[cH:14][c:15](-[c:18]2[cH:19][c:20]([C:21](=[O:22])[O:23][CH2:24][CH3:25])[cH:26][cH:27][cH:28]2)[cH:16][cH:17]3)[CH2:4][CH2:5][CH2:6]1.[CH3:31][CH2:32][OH:33].[Na+:30].[OH-:29]>>[CH3:1][CH:2]1[N:3]([CH2:7][CH2:8][c:9]2[o:10][c:11]3[c:12]([cH:13]2)[cH:14][c:15](-[c:18]2[cH:19][c:20]([C:21](=[O:22])[OH:23])[cH:26][cH:27][cH:28]2)[cH:16][cH:17]3)[CH2:4][CH2:5][CH2:6]1. The reactants are Cc1cccc2c(=O)nc(-c3cccc(C(=O)NCCCCCCNC(=O)OC(C)(C)C)n3)sc12, Cl, C1COCCO1. Yields the product Cc1cccc2c(=O)nc(-c3cccc(C(=O)NCCCCCCN)n3)sc12, Cl. RXN SMILES: [CH3:1][c:2]1[cH:3][cH:4][cH:5][c:6]2[c:7](=[O:35])[n:8][c:9](-[c:12]3[cH:13][cH:14][cH:15][c:16]([C:18](=[O:19])[NH:20][CH2:21][CH2:22][CH2:23][CH2:24][CH2:25][CH2:26][NH:27][C:28](=[O:29])[O:30][C:31]([CH3:32])([CH3:33])[CH3:34])[n:17]3)[s:10][c:11]12.[ClH:36].[O:37]1[CH2:38][CH2:39][O:40][CH2:41][CH2:42]1>>[CH3:1][c:2]1[cH:3][cH:4][cH:5][c:6]2[c:7](=[O:35])[n:8][c:9](-[c:12]3[cH:13][cH:14][cH:15][c:16]([C:18](=[O:19])[NH:20][CH2:21][CH2:22][CH2:23][CH2:24][CH2:25][CH2:26][NH2:27])[n:17]3)[s:10][c:11]12.[ClH:36]. Solvent: CO (MeOH). Reaction SMILES: C(OC([NH:11][C@@H:12]([CH2:59][NH:60][C:61]([O:63][C:64]([CH3:67])([CH3:66])[CH3:65])=[O:62])[C:13]([NH:15][C:16]1[CH:17]=[C:18]([CH:52]=[CH:53][C:54]=1[CH2:55][N:56]([CH3:58])[CH3:57])[C:19]([NH:21][C@H:22]([B:39]1[O:47][CH:46]2[C:41]([CH3:51])([CH:42]3[CH2:48][CH:44]([CH2:45]2)[C:43]3([CH3:50])[CH3:49])[O:40]1)[CH2:23][C:24]1[C:25]([O:37][CH3:38])=[C:26]([CH:34]=[CH:35][CH:36]=1)[C:27]([O:29][C:30]([CH3:33])([CH3:32])[CH3:31])=[O:28])=[O:20])=[O:14])=O)C1C=CC=CC=1>CO.[Pd]>[NH2:11][C@@H:12]([CH2:59][NH:60][C:61]([O:63][C:64]([CH3:67])([CH3:66])[CH3:65])=[O:62])[C:13]([NH:15][C:16]1[CH:17]=[C:18]([CH:52]=[CH:53][C:54]=1[CH2:55][N:56]([CH3:57])[CH3:58])[C:19]([NH:21][C@H:22]([B:39]1[O:47][CH:46]2[C:41]([CH3:51])([CH:42]3[CH2:48][CH:44]([CH2:45]2)[C:43]3([CH3:50])[CH3:49])[O:40]1)[CH2:23][C:24]1[C:25]([O:37][CH3:38])=[C:26]([CH:34]=[CH:35][CH:36]=1)[C:27]([O:29][C:30]([CH3:31])([CH3:32])[CH3:33])=[O:28])=[O:20])=[O:14]. Yield: 81.0%. Reagents/catalysts: [Pd] (Pd/C). Starting materials: C(C1=CC=CC=C1)OC(=O)N[C@H](C(=O)NC=1C=C(C(=O)N[C@@H](CC=2C(=C(C(=O)OC(C)(C)C)C=CC2)OC)B2OC3(C4C(C(CC3O2)C4)(C)C)C)C=CC1CN(C)C)CNC(=O)OC(C)(C)C (tert-butyl 3-((2R)-2-(3-((S)-2-(benzyloxycarbonylamino)-3-(tert-butoxycarbonylamino)propanamido)-4-((dimethylamino)methyl)benzamido)-2-(2,9,9-trimethyl-3,5-dioxa-4-bora-tricyclo[6.1.1.02,6]dec-4-yl)ethyl)-2-methoxybenzoate). The product is N[C@H](C(=O)NC=1C=C(C(=O)N[C@@H](CC=2C(=C(C(=O)OC(C)(C)C)C=CC2)OC)B2OC3(C4C(C(CC3O2)C4)(C)C)C)C=CC1CN(C)C)CNC(=O)OC(C)(C)C (tert-butyl 3-((2R)-2-(3-((S)-2-amino-3-(tert-butoxycarbonylamino)propanamido)-4-((dimethylamino)methyl)benzamido)-2-(2,9,9-trimethyl-3,5-dioxa-4-bora-tricyclo[6.1.1.02,6]dec-4-yl)ethyl)-2-methoxybenzoate). Procedure: To tert-butyl 3-((2R)-2-(3-((S)-2-(benzyloxycarbonylamino)-3-(tert-butoxycarbonylamino)propanamido)-4-((dimethylamino)methyl)benzamido)-2-(2,9,9-trimethyl-3,5-dioxa-4-bora-tricyclo[6.1.1.02,6]dec-4-yl)ethyl)-2-methoxybenzoate (130 mg) in MeOH (20 mL was added 10% Pd/C (20 mg). The reaction mixture was stirred under H2 balloon for 6 hr. The catalyst was removed by filtration and MeOH removed under reduced pressure to afford the product (90 mg) which was carried on to the next step. Conditions: time 6 hour. Reactants: CC(=O)NCc1ccc(C(C)Cl)cc1, Cl, Cl, c1cnc(N2CCNCC2)nc1. The product is Cl, Cl, CC(=O)NCc1ccc(C(C)N2CCN(c3ncccn3)CC2)cc1. RXN SMILES: [Cl:15][CH:16]([CH3:17])[c:18]1[cH:19][cH:20][c:21]([CH2:24][NH:25][C:26]([CH3:27])=[O:28])[cH:22][cH:23]1.[ClH:1].[ClH:2].[n:3]1[c:4]([N:9]2[CH2:10][CH2:11][NH:12][CH2:13][CH2:14]2)[n:5][cH:6][cH:7][cH:8]1>>[ClH:15].[ClH:1].[n:3]1[c:4]([N:9]2[CH2:10][CH2:11][N:12]([CH:16]([CH3:17])[c:18]3[cH:19][cH:20][c:21]([CH2:24][NH:25][C:26]([CH3:27])=[O:28])[cH:22][cH:23]3)[CH2:13][CH2:14]2)[n:5][cH:6][cH:7][cH:8]1. Starting materials: C(C)SC(=O)OCOC(C(C)C)=O (2-methylpropanoic acid ethylsulfanylcarbonyloxymethyl ester), S(=O)(=O)(Cl)Cl (Sulfuryl chloride). Conditions: temperature -40 celsius, time 30 minute. Yields the product ClC(=O)OCOC(C(C)C)=O (2-Methylpropanoic acid chlorocarbonyloxymethyl ester). Reaction SMILES: C(S[C:4]([O:6][CH2:7][O:8][C:9](=[O:13])[CH:10]([CH3:12])[CH3:11])=[O:5])C.S(Cl)([Cl:17])(=O)=O>>[Cl:17][C:4]([O:6][CH2:7][O:8][C:9](=[O:13])[CH:10]([CH3:12])[CH3:11])=[O:5]. Reported procedure: A 100 mL roundbottom flask was charged with the 2-methylpropanoic acid ethylsulfanylcarbonyloxymethyl ester (2.91 g, 14.1 mmol) and cooled to −40° C. in an acetone dry ice bath. Sulfuryl chloride (1.90 g, 14.1 mmol) was added over one minute. After 10 minutes the acetone/dry ice cooling bath was removed and replaced with an ice/water bath. After 30 minutes of stirring, the cooling bath was removed and the reaction was allowed to stir for one hour at room temperature and then placed under vacuum ... Reactants: C(C)C1=CC=C(C=C1)C(C=1C=C(C(=O)OC)C=CC1)O (methyl 3-[(4-ethylphenyl)hydroxymethyl]benzoate), Cl (hydrochloric acid), CO (methanol). Reagents/catalysts: [C].[Pd] (palladium carbon). Run at time 14 hour. Yields the product C(C)C1=CC=C(CC=2C=C(C(=O)OC)C=CC2O)C=C1 (methyl 3-(4-ethylbenzyl)-4-hydroxybenzoate). Yield: 88.0%. As a reaction SMILES: [CH2:1]([C:3]1[CH:8]=[CH:7][C:6]([CH:9](O)[C:10]2[CH:11]=[C:12]([CH:17]=[CH:18][CH:19]=2)[C:13]([O:15][CH3:16])=[O:14])=[CH:5][CH:4]=1)[CH3:2].Cl.C[OH:23]>[C].[Pd]>[CH2:1]([C:3]1[CH:8]=[CH:7][C:6]([CH2:9][C:10]2[CH:11]=[C:12]([CH:17]=[CH:18][C:19]=2[OH:23])[C:13]([O:15][CH3:16])=[O:14])=[CH:5][CH:4]=1)[CH3:2] |f:3.4|. Procedure details: The thus obtained methyl 3-[(4-ethylphenyl)hydroxymethyl]benzoate (2.88 g, 10.0 mmol), 10% palladium carbon (200 mg), concentrated hydrochloric acid (0.5 mL) and methanol (15 mL) were mixed and stirred under a hydrogen atmosphere at room temperature for 14 hours. After filtration to remove the insoluble materials, the solvent was distilled off under reduced pressure and the resulting residue was purified by silica gel column chromatography (hexane:ethyl acetate=80:20) to give methyl 3-(4-ethylbe... Reactants: NC1=C(C=C(C=2CCC(OC21)(C)C)Cl)F (8-amino-5-chloro-3,4-dihydro-2,2-dimethyl-7-fluoro-2H-1-benzopyran), ClC(=O)OC(Cl)(Cl)Cl (trichloromethyl chloroformate). Solvent: C1(=CC=CC=C1)C (toluene). The product is ClC1=CC(=C(C2=C1CCC(O2)(C)C)N=C=O)F (5-chloro-3,4-dihydro-2,2-dimethyl-7-fluoro-2H-1-benzopyran-8-yl isocyanate). Yield: 97.8%. Reaction SMILES: [NH2:1][C:2]1[C:11]2[O:10][C:9]([CH3:13])([CH3:12])[CH2:8][CH2:7][C:6]=2[C:5]([Cl:14])=[CH:4][C:3]=1[F:15].Cl[C:17](OC(Cl)(Cl)Cl)=[O:18]>C1(C)C=CC=CC=1>[Cl:14][C:5]1[C:6]2[CH2:7][CH2:8][C:9]([CH3:13])([CH3:12])[O:10][C:11]=2[C:2]([N:1]=[C:17]=[O:18])=[C:3]([F:15])[CH:4]=1. Reported procedure: By the method of Example 1, Step F, 3.6 grams (0.016 mole) of 8-amino-5-chloro-3,4-dihydro-2,2-dimethyl-7-fluoro-2H-1-benzopyran and 3.1 grams (0.016 mole) of trichloromethyl chloroformate were reacted in 100 mL of toluene, yielding about 4.0 grams of 5-chloro-3,4-dihydro-2,2-dimethyl-7-fluoro-2H-1-benzopyran-8-yl isocyanate. The product was taken to the next step without further characterization. Reactants: FC(C1=CC=C(C=C1)C1=C(N=C(N1COCC[Si](C)(C)C)N1CCN(CC1)C1=NC=CC=C1C(F)(F)F)C(=O)OC)(F)F (methyl 5-(4-(trifluoromethyl)phenyl)-2-(4-(3-(trifluoromethyl)pyridin-2-yl)piperazin-1-yl)-1-((2-(trimethylsilyl)ethoxy)methyl)-1H-imidazole-4-carboxylate), [Li+].[OH-] (LiOH), C1CCOC1.O (THF H2O). Reaction conditions: time 16 hour. Yields the product C(C)(C)N1CCN(CC1)C(=O)C=1N=C(NC1C1=CC=C(C=C1)C(F)(F)F)N1CCN(CC1)C1=NC=CC=C1C(F)(F)F ((4-Isopropylpiperazin-1-yl)(5-(4-(trifluoromethyl)phenyl)-2-(4-(3-(trifluoromethyl)pyridin-2-yl)piperazin-1-yl)-1H-imidazol-4-yl)methanone). As a reaction SMILES: [F:1][C:2]([F:43])([F:42])[C:3]1[CH:8]=[CH:7][C:6]([C:9]2[N:13](COCC[Si](C)(C)C)[C:12]([N:22]3[CH2:27][CH2:26][N:25]([C:28]4[C:33]([C:34]([F:37])([F:36])[F:35])=[CH:32][CH:31]=[CH:30][N:29]=4)[CH2:24][CH2:23]3)=[N:11][C:10]=2[C:38](OC)=[O:39])=[CH:5][CH:4]=1.[Li+].[OH-].[CH2:46]1[CH2:50]OC[CH2:47]1.O>>[CH:46]([N:22]1[CH2:27][CH2:26][N:25]([C:38]([C:10]2[N:11]=[C:12]([N:22]3[CH2:27][CH2:26][N:25]([C:28]4[C:33]([C:34]([F:35])([F:36])[F:37])=[CH:32][CH:31]=[CH:30][N:29]=4)[CH2:24][CH2:23]3)[NH:13][C:9]=2[C:6]2[CH:7]=[CH:8][C:3]([C:2]([F:42])([F:43])[F:1])=[CH:4][CH:5]=2)=[O:39])[CH2:24][CH2:23]1)([CH3:50])[CH3:47] |f:1.2,3.4|. Procedure details: A solution of methyl 5-(4-(trifluoromethyl)phenyl)-2-(4-(3-(trifluoromethyl)pyridin-2-yl)piperazin-1-yl)-1-((2-(trimethylsilyl)ethoxy)methyl)-1H-imidazole-4-carboxylate from step (d) above (500. mg, 0.794 mmol) in THF:H2O (5:1) was added LiOH (29 mg, 1.19 mmol, Aldrich) at 0° C. The mixture was stirred at RT for 16 h and the solvents were removed. The residue was dissolved in H2O (20 mL) and the aqueous solution was adjusted to pH ˜7. Then, the solvents were removed and the residue was purified ...